Task: describe an organic reaction: reactants, conditions, products, and yield. Dataset: the Open Reaction Database (ORD), a public repository of structured organic reaction records As a reaction SMILES: C([O:4][CH:5](OC(C)C)[C:6]([CH3:27])([CH3:26])[C:7](=[O:25])[C@H:8]([CH3:24])[C@@H:9]([O:15][C:16]([O:18][CH2:19][C:20]([Cl:23])([Cl:22])[Cl:21])=[O:17])[C@@H:10]([CH3:14])[CH2:11][CH:12]=[CH2:13])(C)C.O.C1(C)C=CC(S(O)(=O)=O)=CC=1.C([O-])(O)=O.[Na+]>C1COCC1.O>[O:25]=[C:7]([C@H:8]([CH3:24])[C@@H:9]([O:15][C:16]([O:18][CH2:19][C:20]([Cl:21])([Cl:22])[Cl:23])=[O:17])[C@@H:10]([CH3:14])[CH2:11][CH:12]=[CH2:13])[C:6]([CH3:27])([CH3:26])[CH:5]=[O:4] |f:1.2,3.4,5.6|. Procedure details: A mixture of (4R,5S,6S)-1,1-diisopropoxy-5-(2,2,2-trichloroethoxycarbonyloxy)-2,2,4,6-tetramethyl-8-nonen-3-one (4.58 g) and p-toluenesulfonic acid monohydrate (0.45 g) in 100 mL of 3:1 THF/water is heated at reflux for 7 hours. The mixture is cooled and poured into sat. aq. NaHCO3, then extracted with ethyl acetate. The extract is dried over Na2SO4, filtered, and evaporated. The product is purified by chromatography on SiO2 (3% ethyl acetate/hexanes). Yields the product O=C(C(C=O)(C)C)[C@@H]([C@H]([C@H](CC=C)C)OC(=O)OCC(Cl)(Cl)Cl)C ((4R,5S,6S)-3-oxo-5-(2,2,2-trichloroethoxycarbonyloxy)-2,2,4,6-tetramethyl-8-nonenal). Starting materials: C(C)(C)OC(C(C([C@@H]([C@H]([C@H](CC=C)C)OC(=O)OCC(Cl)(Cl)Cl)C)=O)(C)C)OC(C)C ((4R,5S,6S)-1,1-diisopropoxy-5-(2,2,2-trichloroethoxycarbonyloxy)-2,2,4,6-tetramethyl-8-nonen-3-one), O.C1(=CC=C(C=C1)S(=O)(=O)O)C (p-toluenesulfonic acid monohydrate), C(=O)(O)[O-].[Na+] (NaHCO3). Solvent: C1CCOC1.O (THF water). Reactants: Cc1ccccc1, CCO, COCCCOc1ccnc(CO)c1C, O=S(Cl)Cl. Product: COCCCOc1ccnc(CCl)c1C. Reaction SMILES: [CH3:16][c:17]1[cH:18][cH:19][cH:20][cH:21][cH:22]1.[CH3:27][CH2:28][OH:29].[OH:1][CH2:2][c:3]1[n:4][cH:5][cH:6][c:7]([O:10][CH2:11][CH2:12][CH2:13][O:14][CH3:15])[c:8]1[CH3:9].[S:23]([Cl:24])([Cl:25])=[O:26]>>[CH2:2]([c:3]1[n:4][cH:5][cH:6][c:7]([O:10][CH2:11][CH2:12][CH2:13][O:14][CH3:15])[c:8]1[CH3:9])[Cl:25]. Starting materials: BrCC1=CC2=C(S1)C=CC(=C2)Cl (2-bromomethyl-5-chlorobenzo[b]thiophene), C1(=CC=CC=C1)P(C1=CC=CC=C1)C1=CC=CC=C1 (triphenylphosphine). Solvent: C=1(C(=CC=CC1)C)C (xylene). Conditions: temperature 140 celsius. The product is [Br-].ClC1=CC2=C(SC(=C2)C[P+](C2=CC=CC=C2)(C2=CC=CC=C2)C2=CC=CC=C2)C=C1 ([(5-Chlorobenzo[b]thiophen-2-yl)methyl]triphenylphosphonium Bromide). RXN SMILES: [Br:1][CH2:2][C:3]1[S:7][C:6]2[CH:8]=[CH:9][C:10]([Cl:12])=[CH:11][C:5]=2[CH:4]=1.[C:13]1([P:19]([C:26]2[CH:31]=[CH:30][CH:29]=[CH:28][CH:27]=2)[C:20]2[CH:25]=[CH:24][CH:23]=[CH:22][CH:21]=2)[CH:18]=[CH:17][CH:16]=[CH:15][CH:14]=1>C1(C)C(C)=CC=CC=1>[Br-:1].[Cl:12][C:10]1[CH:9]=[CH:8][C:6]2[S:7][C:3]([CH2:2][P+:19]([C:20]3[CH:21]=[CH:22][CH:23]=[CH:24][CH:25]=3)([C:26]3[CH:31]=[CH:30][CH:29]=[CH:28][CH:27]=3)[C:13]3[CH:14]=[CH:15][CH:16]=[CH:17][CH:18]=3)=[CH:4][C:5]=2[CH:11]=1 |f:3.4|. Procedure details: A mixture of 2.50 g (9.56 mmol) 2-bromomethyl-5-chlorobenzo[b]thiophene and 2.51 g (9.57 mmol) triphenylphosphine in 50 ml xylene was heated at 140° C. After 3 h the reaction mixture was cooled to room temperature, and the phosphonium salt was filtered off, washed with xylene and tert.-butylmethylether, successively, and dried in vacuo. Starting materials: NC1C(N(C2=C(C=CC=C2C1)N1C(CCC1)=O)CC1=CC=CC=C1)=O (3-Amino-1-benzyl-8-(2-oxopyrrolidin-1-yl)-3,4-dihydroquinolin-2(1H)-one), C([C@@H](O)[C@H](O)C(=O)O)(=O)O (D-(−)-tartaric acid). Solvent: CO (methanol), O (water). Conditions: time 2 hour. The product is C(=O)(O)[C@@H](O)[C@H](O)C(=O)O.NC1C(N(C2=C(C=CC=C2C1)N1C(CCC1)=O)CC1=CC=CC=C1)=O (3-amino-1-benzyl-8-(2-oxopyrrolidin-1-yl)-3,4-dihydroquinolin-2(1H)-one D-(−)-tartrate). Isolated yield 40.6%. As a reaction SMILES: [NH2:1][CH:2]1[CH2:11][C:10]2[C:5](=[C:6]([N:12]3[CH2:16][CH2:15][CH2:14][C:13]3=[O:17])[CH:7]=[CH:8][CH:9]=2)[N:4]([CH2:18][C:19]2[CH:24]=[CH:23][CH:22]=[CH:21][CH:20]=2)[C:3]1=[O:25].[C:26]([OH:35])(=[O:34])[C@H:27]([C@@H:29]([C:31]([OH:33])=[O:32])[OH:30])[OH:28]>CO.O>[C:31]([C@H:29]([C@@H:27]([C:26]([OH:35])=[O:34])[OH:28])[OH:30])([OH:33])=[O:32].[NH2:1][CH:2]1[CH2:11][C:10]2[C:5](=[C:6]([N:12]3[CH2:16][CH2:15][CH2:14][C:13]3=[O:17])[CH:7]=[CH:8][CH:9]=2)[N:4]([CH2:18][C:19]2[CH:20]=[CH:21][CH:22]=[CH:23][CH:24]=2)[C:3]1=[O:25] |f:4.5|. Procedure details: 3-Amino-1-benzyl-8-(2-oxopyrrolidin-1-yl)-3,4-dihydroquinolin-2(1H)-one (1.0 g) was dissolved in a mixture of methanol and water (2:1) (20 mL), and D-(−)-tartaric acid (447 mg) was added thereto, followed by stirring at room temperature for two hours. The formed precipitates were recovered through filtration, washed with a mixture of methanol and water (2:1), and dried, whereby the title compound (587 mg) (98.5% ee) was yielded as a powdery compound. Reactants: CC1=C(C=C2C(=[N+]1[O-])CCCCC2)C(=O)OCC (Ethyl 2-methyl-6,7,8,9-tetrahydro-5H-cyclohepta[b]pyridine-3-carboxylate N-oxide), product, C([O-])([O-])=O.[K+].[K+] (potassium carbonate), O (water), C(C)(=O)OCC (ethyl acetate). The solvent is CO (methanol), C(C)(=O)OC(C)=O (acetic anhydride). Conditions: temperature 0 celsius, time 30 minute. Yields the product N1=CC(CC23C(OC=C21)CCCCC3)=O (6,7,8,9-tetrahydro-5H-cyclohepta[b]pyrido[3,2-c]furan-3-one). Yield: 41.3%. RXN SMILES: C[C:2]1[N+:7]([O-])=[C:6]2[CH2:9][CH2:10][CH2:11][CH2:12][CH2:13][C:5]2=[CH:4][C:3]=1C(OCC)=O.C(=O)([O-])[O-:20].[K+].[K+].O.[C:26](OCC)(=[O:28])[CH3:27]>C(OC(=O)C)(=O)C.CO>[N:7]1[C:27]2[C:5]3([CH2:13][CH2:12][CH2:11][CH2:10][CH2:9][CH:6]3[O:28][CH:26]=2)[CH2:4][C:3](=[O:20])[CH:2]=1 |f:1.2.3|. Procedure: Ethyl 2-methyl-6,7,8,9-tetrahydro-5H-cyclohepta[b]pyridine-3-carboxylate N-oxide (8.00 g, 32.1 mmol) was dissolved in acetic anhydride (56.0 ml) and heated under reflux for 1.5 hours. After cooling, excess acetic anhydride was evaporated under reduced pressure, the thus obtained residue was mixed with ice water and 40% sodium hydroxide aqueous solution and extracted with ethyl acetate, and the resulting organic layer was washed with water and saturated brine in that order and dried over anhydrou...